From a dataset of the Open Reaction Database (ORD), a public repository of structured organic reaction records. describe an organic reaction: reactants, conditions, products, and yield The reactants are C1=CC(=CN=C1)CC(O)(P(=O)(O)O)P(=O)(O)O (risedronic acid), O (water), [OH-].[Na+] (NaOH). Solvent: C(C)(C)(C)O (ter-butanol). Yields the product C1=CC(=CN=C1)CC(O)(P(=O)(O)O)P(=O)(O)[O-].[Na+] (sodium risedronate). RXN SMILES: [CH:1]1[CH:6]=[N:5][CH:4]=[C:3]([CH2:7][C:8]([P:14]([OH:17])([OH:16])=[O:15])([P:10]([OH:13])([OH:12])=[O:11])[OH:9])[CH:2]=1.O.[OH-].[Na+:20]>C(O)(C)(C)C>[CH:1]1[CH:6]=[N:5][CH:4]=[C:3]([CH2:7][C:8]([P:10]([O-:12])([OH:13])=[O:11])([P:14]([OH:17])([OH:16])=[O:15])[OH:9])[CH:2]=1.[Na+:20] |f:2.3,5.6|. Reported procedure: 20.0 g of risedronic acid, 70 ml of deionized water and 100 ml of ter-butanol are charged into a 1-liter reactor, equipped with mechanical stirrer and thermometer. The suspension, under stirring, is added with 70.7 ml of 1M NaOH. The admixture is kept under stirring for 10′, up to complete dissolution of the undissolved solids. The solution, whose pH is 4.60, is filtered on a paper filter and put into Lioguard chambers. The chambers are introduced into a lyophilizer and processed according to ex... Reactants: CC(O)C#N, CCOC(C)=O, O=C(NCc1ccc(O)cc1F)c1cccnc1Oc1ccc2c(c1)OCO2, CCOC(=O)N=NC(=O)OCC, C1CCOC1, c1ccc(P(c2ccccc2)c2ccccc2)cc1. Product: CC(C#N)Oc1ccc(CNC(=O)c2cccnc2Oc2ccc3c(c2)OCO3)c(F)c1. RXN SMILES: [C:29]([CH:30]([OH:31])[CH3:32])#[N:33].[CH3:70][CH2:71][O:72][C:73](=[O:74])[CH3:75].[O:1]1[CH2:2][O:3][c:4]2[c:5]1[cH:6][cH:7][c:8]([O:10][c:11]1[c:12]([C:13](=[O:14])[NH:15][CH2:16][c:17]3[c:18]([F:24])[cH:19][c:20]([OH:23])[cH:21][cH:22]3)[cH:25][cH:26][cH:27][n:28]1)[cH:9]2.[O:53]=[C:54]([O:55][CH2:56][CH3:57])[N:58]=[N:59][C:60]([O:61][CH2:62][CH3:63])=[O:64].[O:65]1[CH2:66][CH2:67][CH2:68][CH2:69]1.[c:34]1([P:35]([c:36]2[cH:37][cH:38][cH:39][cH:40][cH:41]2)[c:42]2[cH:43][cH:44][cH:45][cH:46][cH:47]2)[cH:48][cH:49][cH:50][cH:51][cH:52]1>>[O:1]1[CH2:2][O:3][c:4]2[c:5]1[cH:6][cH:7][c:8]([O:10][c:11]1[c:12]([C:13](=[O:14])[NH:15][CH2:16][c:17]3[c:18]([F:24])[cH:19][c:20]([O:23][CH:30]([C:29]#[N:33])[CH3:32])[cH:21][cH:22]3)[cH:25][cH:26][cH:27][n:28]1)[cH:9]2. Starting materials: OC=1C=CC(=NC1)C (5-Hydroxy-2-methylpyridine), ClC1=CC(=CC=C1)C(=O)OO (m-chloroperbenzoic acid). Run in C(Cl)(Cl)Cl (chloroform). Run at time 1 hour. Yields the product OC=1C=CC(=[N+](C1)[O-])C (5-Hydroxy-2-methylpyridine N-oxide). Yield: 96.6%. Reaction SMILES: [OH:1][C:2]1[CH:3]=[CH:4][C:5]([CH3:8])=[N:6][CH:7]=1.ClC1C=CC=C(C(OO)=[O:17])C=1>C(Cl)(Cl)Cl>[OH:1][C:2]1[CH:3]=[CH:4][C:5]([CH3:8])=[N+:6]([O-:17])[CH:7]=1. Reported procedure: 5-Hydroxy-2-methylpyridine (25 g) was suspended in chloroform (500 ml) and treated with m-chloroperbenzoic acid (57 g of material described as 57-86% pure). After stirring for 1 hour the solution was dried with MgSO4 and poured onto a silica column. Elution with EtOAc to remove byproducts and then with 20-50% EtOH in EtOAc gave the product (27.7 g).